Dataset: the Open Reaction Database (ORD), a public repository of structured organic reaction records. Task: describe an organic reaction: reactants, conditions, products, and yield The reactants are FC(CCCSCCCCCCNCCOC1=CC=C(C=C1)/C(=C(/CC)\C1=CC=CC=C1)/C1=CC=C(C=C1)O[Si](C(C)C)(C(C)C)C(C)C)(C(F)(F)F)F ((E)-6-(4,4,5,5,5-pentafluoropentylthio)-N-(2-(4-(2-phenyl-1-(4-(triisopropylsilyloxy)phenyl)but-1-enyl)phenoxy)ethyl)hexan-1-amine). Run in C(C)#N (acetonitrile). Procedure details: (E)-6-(4,4,5,5,5-pentafluoropentylthio)-N-(2-(4-(2-phenyl-1-(4-(triisopropylsilyloxy)phenyl)but-1-enyl)phenoxy)ethyl)hexan-1-amine from reaction 6 is dissolved in acetonitrile. To this solution is added HF/pyridine complex. The mixture is stirred until the reaction is complete (TLC). When the reaction is complete, the mixture is washed with dilute hydrochloric acid, dilute sodium bicarbonate and water. The aqueous layers are extracted with ethyl acetate. The combined organic extracts are dried o... As a reaction SMILES: [F:1][C:2]([F:54])([C:50]([F:53])([F:52])[F:51])[CH2:3][CH2:4][CH2:5][S:6][CH2:7][CH2:8][CH2:9][CH2:10][CH2:11][CH2:12][NH:13][CH2:14][CH2:15][O:16][C:17]1[CH:22]=[CH:21][C:20](/[C:23](/[C:33]2[CH:38]=[CH:37][C:36]([O:39][Si](C(C)C)(C(C)C)C(C)C)=[CH:35][CH:34]=2)=[C:24](\[C:27]2[CH:32]=[CH:31][CH:30]=[CH:29][CH:28]=2)/[CH2:25][CH3:26])=[CH:19][CH:18]=1>C(#N)C>[F:54][C:2]([F:1])([C:50]([F:51])([F:52])[F:53])[CH2:3][CH2:4][CH2:5][S:6][CH2:7][CH2:8][CH2:9][CH2:10][CH2:11][CH2:12][NH:13][CH2:14][CH2:15][O:16][C:17]1[CH:22]=[CH:21][C:20](/[C:23](/[C:33]2[CH:38]=[CH:37][C:36]([OH:39])=[CH:35][CH:34]=2)=[C:24](\[C:27]2[CH:28]=[CH:29][CH:30]=[CH:31][CH:32]=2)/[CH2:25][CH3:26])=[CH:19][CH:18]=1. The product is FC(CCCSCCCCCCNCCOC1=CC=C(C=C1)\C(=C(\CC)/C1=CC=CC=C1)\C1=CC=C(C=C1)O)(C(F)(F)F)F ((Z)-4-(1-(4-(2-(6-(4,4,5,5,5-pentafluoropentylthio)hexylamino)ethoxy)phenyl)-2-phenylbut-1-enyl)phenol). Starting materials: C(C)OC(CCCCCN(S(=O)(=O)C=C(C1=CC(=CC=C1)[N+](=O)[O-])C(C)=O)C)=O (6-(α-acetyl-N-methyl-3-nitrostyrenesulfonamido)caproic acid ethyl ester), COC(\C=C(\C)/N)=O (3-aminocrotonic acid methyl ester), DL-camphor-10-sulfonic acid, C(C)O (ethanol). Yields the product COC(C1=C(NC(=C(C1C1=CC(=CC=C1)[N+](=O)[O-])S(N(C)CCCCCC(=O)OCC)(=O)=O)C)C)=O (5-{[5-(ethoxycarbonyl)pentyl]methylsulfamoyl}-1,4-dihydro-2,6-dimethyl-4-(3-nitrophenyl)nicotinic acid methyl ester). The yield is 65.0%. As a reaction SMILES: [CH2:1]([O:3][C:4](=[O:29])[CH2:5][CH2:6][CH2:7][CH2:8][CH2:9][N:10]([CH3:28])[S:11]([CH:14]=[C:15](C(=O)C)[C:16]1[CH:21]=[CH:20][CH:19]=[C:18]([N+:22]([O-:24])=[O:23])[CH:17]=1)(=[O:13])=[O:12])[CH3:2].[CH3:30][O:31][C:32](=[O:37])/[CH:33]=[C:34](\[NH2:36])/[CH3:35].[CH2:38](O)[CH3:39]>>[CH3:30][O:31][C:32](=[O:37])[C:33]1[CH:15]([C:16]2[CH:21]=[CH:20][CH:19]=[C:18]([N+:22]([O-:24])=[O:23])[CH:17]=2)[C:14]([S:11](=[O:12])(=[O:13])[N:10]([CH2:9][CH2:8][CH2:7][CH2:6][CH2:5][C:4]([O:3][CH2:1][CH3:2])=[O:29])[CH3:28])=[C:38]([CH3:39])[NH:36][C:34]=1[CH3:35]. Procedure details: A solution of 4.27 g (0.01 mol) of 6-(α-acetyl-N-methyl-3-nitrostyrenesulfonamido)caproic acid ethyl ester in 30 ml of ethanol is treated with 1.15 g (0.01 mol) of 3-aminocrotonic acid methyl ester and 1.16 g (0.005 mol) of DL-camphor-10-sulfonic acid analogously to Example 1. After chromatography on silica gel with methylene chloride/ethyl acetate (9:1) as the elution agent the crude product is recrystallized from methylene chloride/ether. There are obtained 3.4 g (65%) of 5-{[5-(ethoxycarbonyl... The reactants are CC(=O)[O-].[Na+] (NaOAc), NOS(=O)(=O)O (hydroxylamine-O-sulfonic acid), BrC1=CN=C(S1)C(C)(C)S(=O)(=O)CCC(=O)OC (methyl 3-{[2-(5-bromo-1,3-thiazol-2-yl)propan-2-yl]sulfonyl}propanoate), C[O-].[Na+] (NaOMe). Solvent: O (water), C1CCOC1 (THF), O (water). Reaction conditions: time 30 minute. The product is BrC1=CN=C(S1)C(C)(C)S(=O)(=O)N (2-(5-bromo-1,3-thiazol-2-yl)propane-2-sulfonamide). The yield is 78.9%. As a reaction SMILES: [Br:1][C:2]1[S:6][C:5]([C:7]([S:10](CCC(OC)=O)(=[O:12])=[O:11])([CH3:9])[CH3:8])=[N:4][CH:3]=1.C[O-].[Na+].CC([O-])=O.[Na+].[NH2:27]OS(O)(=O)=O>C1COCC1.O>[Br:1][C:2]1[S:6][C:5]([C:7]([S:10]([NH2:27])(=[O:12])=[O:11])([CH3:9])[CH3:8])=[N:4][CH:3]=1 |f:1.2,3.4|. Procedure: The product of Step 4 (2.50 g, 7.02 mmol) was taken up in THF (80 mL) at room temperature, and NaOMe (25% in MeOH, 1.52 g, 7.02 mmol) was added. After 30 min at room temperature, the suspension was evaporated to dryness, providing a white solid. The solid was taken up in water (50 mL), and a solution of NaOAc (3.17 g, 38.6 mmol) and hydroxylamine-O-sulfonic acid (3.97 g, 35.1 mmol) in water (25 mL) was added while cooling the reaction (0° C.). The reaction was vigorously stirred at room temperat... Run in P(=O)(Cl)(Cl)Cl (phosphorus oxychloride). Reactants: C(C)OC1=C(C(=O)O)C=CC(=C1)SC (2-ethoxy-4-methylmercapto-benzoic acid), Cl.NC1=NC=NC=C1N (4,5-diamino-pyrimidine hydrochloride). RXN SMILES: [CH2:1]([O:3][C:4]1[CH:12]=[C:11]([S:13][CH3:14])[CH:10]=[CH:9][C:5]=1[C:6](O)=O)[CH3:2].[ClH:15].[NH2:16][C:17]1[C:22]([NH2:23])=[CH:21][N:20]=[CH:19][N:18]=1>P(Cl)(Cl)(Cl)=O>[ClH:15].[CH2:1]([O:3][C:4]1[CH:12]=[C:11]([S:13][CH3:14])[CH:10]=[CH:9][C:5]=1[C:6]1[NH:23][C:22]2[C:17](=[N:18][CH:19]=[N:20][CH:21]=2)[N:16]=1)[CH3:2] |f:1.2,4.5|. Procedure details: Three grams of 2-ethoxy-4-methylmercapto-benzoic acid and 2.2 g of 4,5-diamino-pyrimidine hydrochloride were refluxed in 30 ml of phosphorus oxychloride for three hours. The reaction mixture was poured on ice and then made ammoniacal, and the supernatant solution was decanted from the semicrystalline residue. After dissolution in methanol and filtering off from the insoluble products, the residue was purified over a silicagel column (eluate: methylene chloride/ethanol in volume ratio of from 100... Yields the product Cl.C(C)OC1=C(C=CC(=C1)SC)C1=NC2=NC=NC=C2N1 (8-(2-Ethoxy-4-methylmercapto-phenyl)-purine-hydrochloride). Starting materials: C(=O)(O)[O-].[Na+] (NaHCO3), FC1=CC=C(C=C1)C1=C(N=C(N1)C=O)C1=CC=C(C=C1)SC (5-(4-fluorophenyl)-4-(4-methylthiophenyl)-1H-imidazole-2-carboxaldehyde), [BH4-].[Na+] (NaBH4), Cl (HCl). The solvent is CO (methanol). Reaction conditions: time 2 hour. Product: FC1=CC=C(C=C1)C1=C(N=C(N1)CO)C1=CC=C(C=C1)SC (5-(4-fluorophenyl)-2-hydroxymethyl-4-(4-methylthiophenyl)-1H-imidazole). Isolated yield 76.3%. RXN SMILES: [F:1][C:2]1[CH:7]=[CH:6][C:5]([C:8]2[NH:12][C:11]([CH:13]=[O:14])=[N:10][C:9]=2[C:15]2[CH:20]=[CH:19][C:18]([S:21][CH3:22])=[CH:17][CH:16]=2)=[CH:4][CH:3]=1.[BH4-].[Na+].Cl.C([O-])(O)=O.[Na+]>CO>[F:1][C:2]1[CH:7]=[CH:6][C:5]([C:8]2[NH:12][C:11]([CH2:13][OH:14])=[N:10][C:9]=2[C:15]2[CH:20]=[CH:19][C:18]([S:21][CH3:22])=[CH:17][CH:16]=2)=[CH:4][CH:3]=1 |f:1.2,4.5|. Reported procedure: A solution of compound from step 3 (350 mg, 1 mmol) and NaBH4 (75 mg, 2 eg.) in methanol (10 ml) was stirred for 1 hour at 25° C. The reaction was acidified with 2N HCl (4 ml), stirred for 2 hours and placed on a steam bath for 2 minutes. After cooling, the mixture was neutralized with aqueous NaHCO3 solution, extracted with methylene chloride, dried (MgSO4) and evaporated. The residue was chromatographed on silica gel, eluting with toluene/methanol (90/10). The crude product was recrystallized ...